From a dataset of the Open Reaction Database (ORD), a public repository of structured organic reaction records. describe an organic reaction: reactants, conditions, products, and yield Starting materials: CO, [O-][I+3]([O-])([O-])[O-], [Na+], O=C1NCCN1C1CCN(CCC2CSc3ccccc3O2)CC1, C1COCCO1, O. Product: O=C1NCCN1C1CCN(CCC2CS(=O)c3ccccc3O2)CC1. As a reaction SMILES: [CH3:37][OH:38].[I+3:25]([O-:26])([O-:27])([O-:28])[O-:29].[Na+:30].[O:1]1[CH:2]([CH2:11][CH2:12][N:13]2[CH2:14][CH2:15][CH:16]([N:19]3[C:20](=[O:24])[NH:21][CH2:22][CH2:23]3)[CH2:17][CH2:18]2)[CH2:3][S:4][c:5]2[c:6]1[cH:7][cH:8][cH:9][cH:10]2.[O:31]1[CH2:32][CH2:33][O:34][CH2:35][CH2:36]1.[OH2:39]>>[O:1]1[CH:2]([CH2:11][CH2:12][N:13]2[CH2:14][CH2:15][CH:16]([N:19]3[C:20](=[O:24])[NH:21][CH2:22][CH2:23]3)[CH2:17][CH2:18]2)[CH2:3][S:4](=[O:26])[c:5]2[c:6]1[cH:7][cH:8][cH:9][cH:10]2. The reactants are aqueous solution, [Na+].N[C@@H](CCSC)C(=O)[O-] (methionine sodium salt), [Na+].N[C@@H](CCSC)C(=O)[O-] (methionine sodium salt), S(O)(O)(=O)=O (sulfuric acid), [S] (sulfur). Reaction SMILES: [Na+].[NH2:2][C@H:3]([C:8]([O-:10])=[O:9])[CH2:4][CH2:5][S:6][CH3:7].S(=O)(=O)(O)O.[S]>>[NH2:2][C@H:3]([C:8]([OH:10])=[O:9])[CH2:4][CH2:5][S:6][CH3:7] |f:0.1,^3:15|. Reported procedure: To 150 g of the aqueous solution of methionine sodium salt containing 8.0% by weight of methionine sodium salt, which was prepared by hydrolysis of MMH was added 9.4 g of 72% by weight of sulfuric acid, and the reducing sulfur compound as given in the following Table II. The mixture was stirred at 80° C. for 60 minutes, and concentrated with an evaporator. The precipitated crystals were collected and dried to give 8 g of colorless methionine. Reaction conditions: temperature 80 celsius, time 60 minute. Product: N[C@@H](CCSC)C(=O)O (methionine). Yields the product CCc1nc2ccccc2n1-c1nc(N2CCOCC2)c2nc(CBr)sc2n1. The reactants are CCc1nc2ccccc2n1-c1nc(N2CCOCC2)c2nc(CO)sc2n1, ClCCl, BrP(Br)Br. RXN SMILES: [CH2:1]([CH3:2])[c:3]1[n:4][c:5]2[c:6]([n:7]1-[c:8]1[n:9][c:10]([N:19]3[CH2:20][CH2:21][O:22][CH2:23][CH2:24]3)[c:11]3[c:12]([n:13]1)[s:14][c:15]([CH2:17][OH:18])[n:16]3)[cH:25][cH:26][cH:27][cH:28]2.[Cl:33][CH2:34][Cl:35].[P:29]([Br:30])([Br:31])[Br:32]>>[CH2:1]([CH3:2])[c:3]1[n:4][c:5]2[c:6]([n:7]1-[c:8]1[n:9][c:10]([N:19]3[CH2:20][CH2:21][O:22][CH2:23][CH2:24]3)[c:11]3[c:12]([n:13]1)[s:14][c:15]([CH2:17][Br:30])[n:16]3)[cH:25][cH:26][cH:27][cH:28]2. Reactants: CN1OCC(C(O)c2cc(C(C)(C)C)c(O)c(C(C)(C)C)c2)C1=O, O, Cc1ccc(S(=O)(=O)O)cc1, c1ccccc1. The product is CN1OCC(=Cc2cc(C(C)(C)C)c(O)c(C(C)(C)C)c2)C1=O. As a reaction SMILES: [C:1]([CH3:2])([CH3:3])([CH3:4])[c:5]1[cH:6][c:7]([CH:16]([CH:17]2[C:18](=[O:23])[N:19]([CH3:22])[O:20][CH2:21]2)[OH:24])[cH:8][c:9]([C:12]([CH3:13])([CH3:14])[CH3:15])[c:10]1[OH:11].[OH2:25].[c:26]1([CH3:27])[cH:28][cH:29][c:30]([S:31]([OH:32])(=[O:33])=[O:34])[cH:35][cH:36]1.[cH:37]1[cH:38][cH:39][cH:40][cH:41][cH:42]1>>[C:1]([CH3:2])([CH3:3])([CH3:4])[c:5]1[cH:6][c:7]([CH:16]=[C:17]2[C:18](=[O:23])[N:19]([CH3:22])[O:20][CH2:21]2)[cH:8][c:9]([C:12]([CH3:13])([CH3:14])[CH3:15])[c:10]1[OH:11]. Reactants: [Br-], CC(C)(C)OC(=O)c1cnc(Cl)c(Cl)c1, C1CCOC1, CN1CCCC1=O, C[Mg]Cl, C[Mg+]. The product is Cc1ncc(C(=O)OC(C)(C)C)cc1Cl. RXN SMILES: [Br-:26].[C:1]([CH3:2])([CH3:3])([CH3:4])[O:5][C:6]([c:7]1[cH:8][n:9][c:10]([Cl:14])[c:11]([Cl:13])[cH:12]1)=[O:15].[CH2:29]1[O:30][CH2:31][CH2:32][CH2:33]1.[CH3:16][N:17]1[CH2:18][CH2:19][CH2:20][C:21]1=[O:22].[CH3:23][Mg:24][Cl:25].[CH3:27][Mg+:28]>>[C:1]([CH3:2])([CH3:3])([CH3:4])[O:5][C:6]([c:7]1[cH:8][n:9][c:10]([CH3:16])[c:11]([Cl:13])[cH:12]1)=[O:15]. The reactants are NC(CCOC=1N=NC(=CC1)Cl)(C)C (3-(3-amino-3-methylbutoxy)-6-chloropyridazine), CC1=C(OCC2CO2)C=CC=C1 (1-(2-methylphenoxy)-2,3-epoxypropane). The solvent is CO (methanol). Product: CC1=C(OCC(CNC(CCOC2=CC=C(N=N2)Cl)(C)C)O)C=CC=C1 (1-(2-methylphenoxy)-3-[1,1-dimethyl-3-(chloro-6-pyridazinyloxy)propylamino]-2-propanol). Yield: 82.6%. Reaction SMILES: [NH2:1][C:2]([CH3:14])([CH3:13])[CH2:3][CH2:4][O:5][C:6]1[N:7]=[N:8][C:9]([Cl:12])=[CH:10][CH:11]=1.[CH3:15][C:16]1[CH:26]=[CH:25][CH:24]=[CH:23][C:17]=1[O:18][CH2:19][CH:20]1[O:22][CH2:21]1>CO>[CH3:15][C:16]1[CH:26]=[CH:25][CH:24]=[CH:23][C:17]=1[O:18][CH2:19][CH:20]([OH:22])[CH2:21][NH:1][C:2]([CH3:14])([CH3:13])[CH2:3][CH2:4][O:5][C:6]1[N:7]=[N:8][C:9]([Cl:12])=[CH:10][CH:11]=1. Procedure details: A mixture of 645 mg of 3-(3-amino-3-methylbutoxy)-6-chloropyridazine, 650 mg of 1-(2-methylphenoxy)-2,3-epoxypropane and 15 ml of methanol was refluxed for 5 hours, and the solvent was evaporated under reduced pressure. A solution of the residue in benzene was extracted with 1N hydrochloric acid. The aqueous layer was extracted with chloroform, and the organic layer was washed with 5% sodium carbonate, and dried over anhydrous sodium sulfate. The solvent was evaporated to give 938 mg of 1-(2-met... Starting materials: CCCCCCCCCCCC(=O)Cl, Nc1ccc(C(=O)O)cc1, O, c1ccncc1. Product: CCCCCCCCCCCC(=O)Nc1ccc(C(=O)O)cc1. RXN SMILES: [C:1]([CH2:2][CH2:3][CH2:4][CH2:5][CH2:6][CH2:7][CH2:8][CH2:9][CH2:10][CH2:11][CH3:12])(=[O:13])[Cl:14].[NH2:15][c:16]1[cH:17][cH:18][c:19]([C:20](=[O:21])[OH:22])[cH:23][cH:24]1.[OH2:25].[cH:26]1[cH:27][cH:28][n:29][cH:30][cH:31]1>>[C:1]([CH2:2][CH2:3][CH2:4][CH2:5][CH2:6][CH2:7][CH2:8][CH2:9][CH2:10][CH2:11][CH3:12])(=[O:13])[NH:15][c:16]1[cH:17][cH:18][c:19]([C:20](=[O:21])[OH:22])[cH:23][cH:24]1. The reactants are CC(C)(C)OC(=O)NCCSSCCNC(=O)c1cccnc1, ClCCl, O=C(O)C(F)(F)F. The product is NCCSSCCNC(=O)c1cccnc1, O=C(O)C(F)(F)F. Reaction SMILES: [C:1]([c:2]1[cH:3][n:4][cH:5][cH:6][cH:7]1)(=[O:8])[NH:9][CH2:10][CH2:11][S:12][S:13][CH2:14][CH2:15][NH:16][C:17](=[O:18])[O:19][C:20]([CH3:21])([CH3:22])[CH3:23].[Cl:31][CH2:32][Cl:33].[F:24][C:25]([C:26](=[O:27])[OH:28])([F:29])[F:30]>>[C:1]([c:2]1[cH:3][n:4][cH:5][cH:6][cH:7]1)(=[O:8])[NH:9][CH2:10][CH2:11][S:12][S:13][CH2:14][CH2:15][NH2:16].[F:24][C:25]([C:26](=[O:27])[OH:28])([F:29])[F:30]. The reactants are FC=1C=C(C=CC1)C(CCCCN1CCC(CC1)C=1C=C(C=CC1)NC(C(C)C)=O)=O (N-(3-{1-[5-(3-fluorophenyl)-5-oxopentyl]-4-piperidinyl}phenyl)-2-methylpropanamide), Cl.FC(OC1=CC=C(C=C1)NN)(F)F (4-(trifluoromethoxy)phenylhydrazine hydrochloride). Reaction SMILES: [F:1][C:2]1[CH:3]=[C:4]([C:8](=O)[CH2:9][CH2:10][CH2:11][CH2:12][N:13]2[CH2:18][CH2:17][CH:16]([C:19]3[CH:20]=[C:21]([NH:25][C:26](=[O:30])[CH:27]([CH3:29])[CH3:28])[CH:22]=[CH:23][CH:24]=3)[CH2:15][CH2:14]2)[CH:5]=[CH:6][CH:7]=1.Cl.[F:33][C:34]([F:45])([F:44])[O:35][C:36]1[CH:41]=[CH:40][C:39]([NH:42]N)=[CH:38][CH:37]=1>>[F:1][C:2]1[CH:3]=[C:4]([C:8]2[NH:42][C:39]3[C:40]([C:9]=2[CH2:10][CH2:11][CH2:12][N:13]2[CH2:14][CH2:15][CH:16]([C:19]4[CH:20]=[C:21]([NH:25][C:26](=[O:30])[CH:27]([CH3:28])[CH3:29])[CH:22]=[CH:23][CH:24]=4)[CH2:17][CH2:18]2)=[CH:41][C:36]([O:35][C:34]([F:33])([F:44])[F:45])=[CH:37][CH:38]=3)[CH:5]=[CH:6][CH:7]=1 |f:1.2|. Procedure: Prepared by Procedure E and Scheme M using N-(3-{1-[5-(3-fluorophenyl)-5-oxopentyl]-4-piperidinyl}phenyl)-2-methylpropanamide and 4-(trifluoromethoxy)phenylhydrazine hydrochloride: ESMS m/e: 582.2 (M+H)+. Yields the product FC=1C=C(C=CC1)C=1NC2=CC=C(C=C2C1CCCN1CCC(CC1)C=1C=C(C=CC1)NC(C(C)C)=O)OC(F)(F)F (N-[3-(1-{3-[2-(3-FLUOROPHENYL)-5-(TRIFLUOROMETHOXY)-1H-INDOL-3-YL]PROPYL}-4-PIPERIDINYL)PHENYL]-2-METHYLPROPANAMIDE). Reactants: ICC1(OC2=C(C1)C(=C(C(=C2)C)NC=O)C)C (N-[2,3-dihydro-2-(iodomethyl)-2,4,6-trimethylbenzofuran-5-yl]formamide), CC(C)O (2-propanol), S(O)(O)(=O)=O (sulfuric acid). Run in O (water). Run at time 1.5 hour. The product is ICC1(OC2=C(C1)C(=C(C(=C2C(C)C)C)NC=O)C)C (N-[2,3-Dihydro-2-(iodomethyl)-7-isopropyl-2,4,6-trimethylbenzofuran-5-yl]formamide). Isolated yield 94.0%. Reaction SMILES: [I:1][CH2:2][C:3]1([CH3:17])[CH2:7][C:6]2[C:8]([CH3:16])=[C:9]([NH:13][CH:14]=[O:15])[C:10]([CH3:12])=[CH:11][C:5]=2[O:4]1.[CH3:18][CH:19](O)[CH3:20].S(=O)(=O)(O)O>O>[I:1][CH2:2][C:3]1([CH3:17])[CH2:7][C:6]2[C:8]([CH3:16])=[C:9]([NH:13][CH:14]=[O:15])[C:10]([CH3:12])=[C:11]([CH:19]([CH3:20])[CH3:18])[C:5]=2[O:4]1. Procedure: To a mixture of N-[2,3-dihydro-2-(iodomethyl)-2,4,6-trimethylbenzofuran-5-yl]formamide (6.9 g) and 2-propanol (10 mL) was added conc. sulfuric acid (20 mL) dropwise with water-cooling. The mixture was stirred for 1.5 hours at room temperature and poured into ice. The product was extracted twice with a mixture of tetrahydrofuran and diisopropylether (1:2). The combined organic layer was washed with saturated aqueous sodium bicarbonate and saturated aqueous sodium chloride, dried over magnesium su...